This data is from the Open Reaction Database (ORD), a public repository of structured organic reaction records. The task is: describe an organic reaction: reactants, conditions, products, and yield The reactants are O=C(O)c1cn(-c2ccc(F)cc2F)c2c(F)c(F)c(F)cc2c1=O, [K+], O=[N+]([O-])[O-], O, O=S(=O)(O)O. Yields the product O=C(O)c1cn(-c2cc([N+](=O)[O-])c(F)cc2F)c2c(F)c(F)c(F)cc2c1=O. RXN SMILES: [F:6][c:7]1[c:8](-[n:14]2[cH:15][c:16]([C:28](=[O:29])[OH:30])[c:17](=[O:27])[c:18]3[cH:19][c:20]([F:26])[c:21]([F:25])[c:22]([F:24])[c:23]23)[cH:9][cH:10][c:11]([F:13])[cH:12]1.[K+:31].[O-:32][N+:33]([O-:34])=[O:35].[OH2:36].[S:1](=[O:2])(=[O:3])([OH:4])[OH:5]>>[F:6][c:7]1[c:8](-[n:14]2[cH:15][c:16]([C:28](=[O:29])[OH:30])[c:17](=[O:27])[c:18]3[cH:19][c:20]([F:26])[c:21]([F:25])[c:22]([F:24])[c:23]23)[cH:9][c:10]([N+:33](=[O:32])[O-:34])[c:11]([F:13])[cH:12]1.